Dataset: the Open Reaction Database (ORD), a public repository of structured organic reaction records. Task: describe an organic reaction: reactants, conditions, products, and yield The reactants are CCO, CCOC(C)=O, COC(=O)C(C)Oc1nc(C)ncc1Oc1cc(-n2c(=O)cc(C(F)(F)F)n(C)c2=O)c(F)cc1[N+](=O)[O-], O=[Pt]. The product is COC(=O)C(C)Oc1nc(C)ncc1Oc1cc(-n2c(=O)cc(C(F)(F)F)n(C)c2=O)c(F)cc1N. Reaction SMILES: [CH3:39][CH2:40][OH:41].[CH3:44][CH2:45][O:46][C:47](=[O:48])[CH3:49].[F:1][c:2]1[cH:3][c:4]([N+:36]([O-:37])=[O:38])[c:5]([O:6][c:7]2[c:8]([O:14][CH:15]([CH3:16])[C:17](=[O:18])[O:19][CH3:20])[n:9][c:10]([CH3:13])[n:11][cH:12]2)[cH:21][c:22]1-[n:23]1[c:24](=[O:35])[n:25]([CH3:34])[c:26]([C:30]([F:31])([F:32])[F:33])[cH:27][c:28]1=[O:29].[Pt:42]=[O:43]>>[F:1][c:2]1[cH:3][c:4]([NH2:36])[c:5]([O:6][c:7]2[c:8]([O:14][CH:15]([CH3:16])[C:17](=[O:18])[O:19][CH3:20])[n:9][c:10]([CH3:13])[n:11][cH:12]2)[cH:21][c:22]1-[n:23]1[c:24](=[O:35])[n:25]([CH3:34])[c:26]([C:30]([F:31])([F:32])[F:33])[cH:27][c:28]1=[O:29]. Reactants: NCc1ccccc1, CCN=C=NCCCN(C)C, ClCCl, Cl, CC(C)c1c(C(=O)O)nn(-c2ccc(F)cc2)c1C=O, O, On1nnc2ccccc21. Product: CC(C)c1c(C(=O)NCc2ccccc2)nn(-c2ccc(F)cc2)c1C=O. Reaction SMILES: [CH2:44]([c:45]1[cH:46][cH:47][cH:48][cH:49][cH:50]1)[NH2:51].[CH3:22][N:23]([CH3:24])[CH2:25][CH2:26][CH2:27][N:28]=[C:29]=[N:30][CH2:31][CH3:32].[Cl:52][CH2:53][Cl:54].[ClH:21].[F:1][c:2]1[cH:3][cH:4][c:5](-[n:8]2[n:9][c:10]([C:18](=[O:19])[OH:20])[c:11]([CH:15]([CH3:16])[CH3:17])[c:12]2[CH:13]=[O:14])[cH:6][cH:7]1.[OH2:33].[OH:34][n:35]1[c:36]2[cH:37][cH:38][cH:39][cH:40][c:41]2[n:42][n:43]1>>[F:1][c:2]1[cH:3][cH:4][c:5](-[n:8]2[n:9][c:10]([C:18](=[O:20])[NH:51][CH2:44][c:45]3[cH:46][cH:47][cH:48][cH:49][cH:50]3)[c:11]([CH:15]([CH3:16])[CH3:17])[c:12]2[CH:13]=[O:14])[cH:6][cH:7]1. Procedure: The product from Example 117B and β-alanine ethyl ester hydrochloride were processed as described in Example 104B to provide the title compound. 1H NMR (300 MHz, DMSO-d6) δ ppm 8.97 (s, 1 H), 7.86 (t, 1 H), 7.23 (m, 8 H), 6.88-7.08 (m, 5 H), 6.67 (m, 1 H), 6.48 (m, 2 H), 4.06 (s, 2 H), 4.03 (s, 2 H), 3.91 (t, 2 H), 3.35 (br.s, 1 H), 3.22 (dd, 2 H), 2.91 (s, 3 H), 2.40 (s, 3 H), 2.35 (t, 2 H), 2.09 (t, 2 H), 1.50-1.74 (m, 4 H); MS (APCI) m/z 658 (M−H−). As a reaction SMILES: [CH2:1]([N:8]([CH2:21][C:22]1[CH:42]=[CH:41][C:25]([O:26][C:27]2[CH:28]=[C:29]([CH:38]=[CH:39][CH:40]=2)[O:30][CH2:31][CH2:32][CH2:33][CH2:34][C:35]([OH:37])=O)=[CH:24][CH:23]=1)[C:9]1[CH:14]=[CH:13][CH:12]=[C:11]([NH:15][S:16]([CH3:19])(=[O:18])=[O:17])[C:10]=1[CH3:20])[C:2]1[CH:7]=[CH:6][CH:5]=[CH:4][CH:3]=1.Cl.C([O:46][C:47](=[O:51])[CH2:48][CH2:49][NH2:50])C>>[CH2:1]([N:8]([CH2:21][C:22]1[CH:42]=[CH:41][C:25]([O:26][C:27]2[CH:28]=[C:29]([CH:38]=[CH:39][CH:40]=2)[O:30][CH2:31][CH2:32][CH2:33][CH2:34][C:35]([NH:50][CH2:49][CH2:48][C:47]([OH:51])=[O:46])=[O:37])=[CH:24][CH:23]=1)[C:9]1[CH:14]=[CH:13][CH:12]=[C:11]([NH:15][S:16]([CH3:19])(=[O:18])=[O:17])[C:10]=1[CH3:20])[C:2]1[CH:7]=[CH:6][CH:5]=[CH:4][CH:3]=1 |f:1.2|. Starting materials: C(C1=CC=CC=C1)N(C1=C(C(=CC=C1)NS(=O)(=O)C)C)CC1=CC=C(OC=2C=C(OCCCCC(=O)O)C=CC2)C=C1 (5-(3-{4-[(benzyl{2-methyl-3-[(methylsulfonyl)amino]phenyl}amino)methyl]phenoxy}phenoxy)pentanoic acid), Cl.C(C)OC(CCN)=O (β-alanine ethyl ester hydrochloride). Product: C(C1=CC=CC=C1)N(C1=C(C(=CC=C1)NS(=O)(=O)C)C)CC1=CC=C(OC=2C=C(OCCCCC(=O)NCCC(=O)O)C=CC2)C=C1 (N-[5-(3-{4-[(benzyl{2-methyl-3-[(methylsulfonyl)amino]phenyl}amino)methyl]phenoxy}phenoxy)pentanoyl]-beta-alanine). Reactants: S(=O)(=O)=C1CC=C(C=C1)S(=O)(=O)Cl (4-(sulfonyl)benzenesulfonyl chloride), C(C)#N (acetonitrile), C(CCC)N (butylamine), amine. Run at time 3 hour. Yields the product C(CCC)NS(=O)(=O)C1=CC=C(C=C1)S(=O)(=O)N (N-Butyl-1,4-benzenedisulfonamide). The yield is 70.0%. As a reaction SMILES: [S:1](=[C:4]1[CH:9]=[CH:8][C:7]([S:10](Cl)(=[O:12])=[O:11])=[CH:6][CH2:5]1)(=[O:3])=[O:2].[CH2:14]([NH2:18])[CH2:15][CH2:16][CH3:17].C(#[N:21])C>>[CH2:14]([NH:18][S:1]([C:4]1[CH:9]=[CH:8][C:7]([S:10]([NH2:21])(=[O:12])=[O:11])=[CH:6][CH:5]=1)(=[O:3])=[O:2])[CH2:15][CH2:16][CH3:17]. Reported procedure: The reaction flask was charged with 10 g (0.039 mole) of 4-(sulfonyl)benzenesulfonyl chloride prepared by a procedure described in J. Med. Chem., 6 pp. 307-11 (1963) in 7 ml acetonitrile. A dropping funnel was charged with 8.8 g (0.12 mole) of butylamine and the amine was added dropwise, allowing the temperature to rise. The mixture was stirred for three hours and then concentrated to a thick residue. The residue was slurried with 100 ml water and the mixture filtered to collect a white solid. A... Yields the product FC=1C=C(C=C(C1)F)[C@@H]1CC(C(C(N1CC(=O)OCC)=O)(C)C)=O (Ethyl [(6S)-6-(3,5-difluorophenyl)-3,3-dimethyl-2,4-dioxopiperidin-1-yl]acetate). Run in CC(=O)C (acetone), O (H2O). Conditions: temperature 0 celsius, time 5 minute. The reagents and catalysts are [O-2].[O-2].[O-2].[Cr+6] (chromium (VI) trioxide). Reactants: FC=1C=C(C=C(C1)F)[C@@H]1C[C@@H](C(C(N1CC(=O)OCC)=O)(C)C)O (ethyl [(4S,6S)-6-(3,5-difluorophenyl)-4-hydroxy-3,3-dimethyl-2-oxopiperidin-1-yl]acetate), FC=1C=C(C=C(C1)F)[C@@H]1C[C@@H](C(C(N1CC(=O)OCC)=O)(C)C)O (ethyl [(4S,6S)-6-(3,5-difluorophenyl)-4-hydroxy-3,3-dimethyl-2-oxopiperidin-1-yl]acetate), OS(=O)(=O)O (H2SO4). As a reaction SMILES: [F:1][C:2]1[CH:3]=[C:4]([C@H:9]2[N:14]([CH2:15][C:16]([O:18][CH2:19][CH3:20])=[O:17])[C:13](=[O:21])[C:12]([CH3:23])([CH3:22])[C@@H:11]([OH:24])[CH2:10]2)[CH:5]=[C:6]([F:8])[CH:7]=1.OS(O)(=O)=O>CC(C)=O.O.[O-2].[O-2].[O-2].[Cr+6]>[F:1][C:2]1[CH:3]=[C:4]([C@H:9]2[N:14]([CH2:15][C:16]([O:18][CH2:19][CH3:20])=[O:17])[C:13](=[O:21])[C:12]([CH3:23])([CH3:22])[C:11](=[O:24])[CH2:10]2)[CH:5]=[C:6]([F:8])[CH:7]=1 |f:4.5.6.7|. Procedure details: To a solution of ethyl [(4S,6S)-6-(3,5-difluorophenyl)-4-hydroxy-3,3-dimethyl-2-oxopiperidin-1-yl]acetate (470 mg, 1.377 mmol, described in Intermediate 21) in acetone (24 mL) at 0° C. was added a solution of chromium (VI) trioxide (174 mg, 1.740 mmol) in H2O (0.5 mL) and H2SO4 (0.147 mL, 2.75 mmol), in three portions over 5 min and the mixture was stirred at 0° C. for 30 min. Most of the acetone was removed by concentration in vacuo, and the residue was basified with saturated aqueous NaHCO3 (7...